From a dataset of the Open Reaction Database (ORD), a public repository of structured organic reaction records. describe an organic reaction: reactants, conditions, products, and yield The reactants are O (Water), CN1N=CC=C1N (1-methyl-1H-pyrazole-5-amine), N1=CC=CC=C1 (pyridine), ClC(=O)OCC(Cl)(Cl)Cl (2,2,2-trichloroethyl chloroformate). Run in O1CCCC1 (tetrahydrofuran). Conditions: time 1 hour. The product is CN1N=CC=C1NC(OCC(Cl)(Cl)Cl)=O (2,2,2-Trichloroethyl (1-methyl-1H-pyrazol-5-yl)carbamate). The yield is 50.9%. Reaction SMILES: [CH3:1][N:2]1[C:6]([NH2:7])=[CH:5][CH:4]=[N:3]1.N1C=CC=CC=1.Cl[C:15]([O:17][CH2:18][C:19]([Cl:22])([Cl:21])[Cl:20])=[O:16].O>O1CCCC1>[CH3:1][N:2]1[C:6]([NH:7][C:15](=[O:16])[O:17][CH2:18][C:19]([Cl:22])([Cl:21])[Cl:20])=[CH:5][CH:4]=[N:3]1. Procedure details: To a solution of 1-methyl-1H-pyrazole-5-amine (1.00 g, 10.3 mmol) and pyridine (1.01 ml, 12.4 mmol) in tetrahydrofuran (34 ml) was added 2,2,2-trichloroethyl chloroformate (1.71 ml, 12.4 mmol) with ice-cooling and the mixture was stirred at room temperature for 1 hour. Water was added to the reaction mixture and the mixture was extracted with ethyl acetate. The extract was washed with water and dried over anhydrous magnesium sulfate and the solvent was distilled off under reduced pressure. The r... Reactants: Clc1ncc(Br)cn1, O=C([O-])[O-], CCOC(C)=O, Cc1ccccc1, CC=CB(O)O, [K+], [K+], O. Reaction SMILES: [Br:1][c:2]1[cH:3][n:4][c:5]([Cl:8])[n:6][cH:7]1.[C:15](=[O:16])([O-:17])[O-:18].[CH3:21][CH2:22][O:23][C:24]([CH3:25])=[O:26].[CH3:27][c:28]1[cH:29][cH:30][cH:31][cH:32][cH:33]1.[CH:9](=[CH:10][CH3:11])[B:12]([OH:13])[OH:14].[K+:19].[K+:20].[OH2:34]>>[c:2]1([CH:9]=[CH:10][CH3:11])[cH:3][n:4][c:5]([Cl:8])[n:6][cH:7]1. Product: CC=Cc1cnc(Cl)nc1. The reactants are C1CCOC1, C#CC(C)(C)O, [Li]CCCC, COc1ccc(C=O)cc1Cl. The product is COc1ccc(C(O)C#CC(C)(C)O)cc1Cl. As a reaction SMILES: [CH2:23]1[O:24][CH2:25][CH2:26][CH2:27]1.[CH3:1][C:2]([CH3:3])([C:4]#[CH:5])[OH:6].[CH3:7][CH2:8][CH2:9][CH2:10][Li:11].[Cl:12][c:13]1[cH:14][c:15]([CH:16]=[O:17])[cH:18][cH:19][c:20]1[O:21][CH3:22]>>[CH3:1][C:2]([CH3:3])([C:4]#[C:5][CH:16]([c:15]1[cH:14][c:13]([Cl:12])[c:20]([O:21][CH3:22])[cH:19][cH:18]1)[OH:17])[OH:6]. Starting materials: C1CCOC1, C[Si](C)(C)[N-][Si](C)(C)C, ICCI, [Li+], [Na+], [Na+], O=S([O-])([O-])=S, c1cc2cc(-c3cnco3)ccc2cn1. Product: Ic1ncc(-c2ccc3cnccc3c2)o1. Reaction SMILES: [CH2:37]1[O:38][CH2:39][CH2:40][CH2:41]1.[CH3:16][Si:17]([N-:18][Si:19]([CH3:20])([CH3:21])[CH3:22])([CH3:23])[CH3:24].[I:26][CH2:27][CH2:28][I:29].[Li+:25].[Na+:35].[Na+:36].[S:30]([O-:31])([O-:32])(=[O:33])=[S:34].[o:1]1[cH:2][n:3][cH:4][c:5]1-[c:6]1[cH:7][c:8]2[cH:9][cH:10][n:11][cH:12][c:13]2[cH:14][cH:15]1>>[o:1]1[c:2]([I:26])[n:3][cH:4][c:5]1-[c:6]1[cH:7][c:8]2[cH:9][cH:10][n:11][cH:12][c:13]2[cH:14][cH:15]1.